Dataset: the Open Reaction Database (ORD), a public repository of structured organic reaction records. Task: describe an organic reaction: reactants, conditions, products, and yield Starting materials: C1(CC1)C=1N=CC(=NC1OCC1CC1)C(=O)O (5-cyclopropyl-6-cyclopropylmethoxy-pyrazine-2-carboxylic acid), NC(CO)(CC)C (2-amino-2-methyl-1-butanol). Yields the product OCC(CC)(C)NC(=O)C1=NC(=C(N=C1)C1CC1)OCC1CC1 (5-Cyclopropyl-6-cyclopropylmethoxy-pyrazine-2-carboxylic acid (1-hydroxymethyl-1-methyl-propyl)-amide). As a reaction SMILES: [CH:1]1([C:4]2[N:5]=[CH:6][C:7]([C:15]([OH:17])=O)=[N:8][C:9]=2[O:10][CH2:11][CH:12]2[CH2:14][CH2:13]2)[CH2:3][CH2:2]1.[NH2:18][C:19]([CH3:24])([CH2:22][CH3:23])[CH2:20][OH:21]>>[OH:21][CH2:20][C:19]([NH:18][C:15]([C:7]1[CH:6]=[N:5][C:4]([CH:1]2[CH2:2][CH2:3]2)=[C:9]([O:10][CH2:11][CH:12]2[CH2:13][CH2:14]2)[N:8]=1)=[O:17])([CH3:24])[CH2:22][CH3:23]. Procedure: The title compound was synthesized in analogy to Example 8e, using 5-cyclopropyl-6-cyclopropylmethoxy-pyrazine-2-carboxylic acid (Example 10 g, 100 mg, 0.43 mmol) and 2-amino-2-methyl-1-butanol (CAN 10196-30-2, 64.74 mg, 0.64 mmol) as starting materials, and isolated (12 mg, 8.79%) as off white solid, LC-MS (UV peak area, ESI) 100%, 320.4 (M+H). Reactants: C(CCC)N (n-butylamine), OC1=NC=CC=C1 (2-hydroxypyridine), C(C)(C)(C)OC(N[C@@H](CN1C(CN(C(C1)=O)C1=C(C=CC(=C1)F)Cl)(C)C)[C@H]1OC([C@@H](C1)C(C)C)=O)=O ({(S)-2-[4-(2-Chloro-5-fluorophenyl)-2,2-dimethyl-5-oxopiperazin-1-yl]-1-[(2S,4S)-4-isopropyl-5-oxotetrahydrofuran-2-yl]ethyl}carbamic acid t-butyl ester). The solvent is O (water). Conditions: temperature 70 celsius, time 1 hour. Product: C(C)(C)(C)OC(N[C@H]([C@H](C[C@@H](C(C)C)C(NCCCC)=O)O)CN1C(CN(C(C1)=O)C1=C(C=CC(=C1)F)Cl)(C)C)=O ({(1S,2S,4S)-4-Butylcarbamoyl-1-[4-(2-chloro-5-fluorophenyl)-2,2-dimethyl-5-oxopiperazin-1-ylmethyl]-2-hydroxy-5-methylhexyl}carbamic acid t-butyl ester). Isolated yield 88.3%. Reaction SMILES: [CH2:1]([NH2:5])[CH2:2][CH2:3][CH3:4].OC1C=CC=CN=1.[C:13]([O:17][C:18](=[O:48])[NH:19][C@H:20]([C@@H:39]1[CH2:43][C@@H:42]([CH:44]([CH3:46])[CH3:45])[C:41](=[O:47])[O:40]1)[CH2:21][N:22]1[CH2:27][C:26](=[O:28])[N:25]([C:29]2[CH:34]=[C:33]([F:35])[CH:32]=[CH:31][C:30]=2[Cl:36])[CH2:24][C:23]1([CH3:38])[CH3:37])([CH3:16])([CH3:15])[CH3:14]>O>[C:13]([O:17][C:18](=[O:48])[NH:19][C@@H:20]([CH2:21][N:22]1[CH2:27][C:26](=[O:28])[N:25]([C:29]2[CH:34]=[C:33]([F:35])[CH:32]=[CH:31][C:30]=2[Cl:36])[CH2:24][C:23]1([CH3:38])[CH3:37])[C@@H:39]([OH:40])[CH2:43][C@H:42]([C:41](=[O:47])[NH:5][CH2:1][CH2:2][CH2:3][CH3:4])[CH:44]([CH3:45])[CH3:46])([CH3:14])([CH3:15])[CH3:16]. Procedure: 0.89 ml of n-butylamine (9.5 mmol) and 28 mg of 2-hydroxypyridine (0.48 mmol) were added to 250 mg of {(S)-2-[4-(2-chloro-5-fluorophenyl)-2,2-dimethyl-5-oxopiperazin-1-yl]-1-[(2S,4S)-4-isopropyl-5-oxotetrahydrofuran-2-yl]ethyl}carbamic acid t-butyl ester obtained in Example (62f) (0.48 mmol), and the mixture was stirred at 70° C. for one hour. The reaction mixture was cooled and then water was added, followed by extraction with ethyl acetate. Then, the organic layer was washed with brine and the... Reactants: C1CCOC1, COC(=O)CCC1=CCN(Cc2ccc(OC)cc2OC)C1=O, Cl, [Li+], [OH-], O. Product: COc1ccc(CN2CC=C(CCC(=O)O)C2=O)c(OC)c1. RXN SMILES: [CH2:28]1[O:29][CH2:30][CH2:31][CH2:32]1.[CH3:4][O:5][C:6]([CH2:7][CH2:8][C:9]1=[CH:13][CH2:12][N:11]([CH2:14][c:15]2[c:16]([O:23][CH3:24])[cH:17][c:18]([O:21][CH3:22])[cH:19][cH:20]2)[C:10]1=[O:25])=[O:26].[ClH:27].[Li+:2].[OH-:1].[OH2:3]>>[O:5]=[C:6]([CH2:7][CH2:8][C:9]1=[CH:13][CH2:12][N:11]([CH2:14][c:15]2[c:16]([O:23][CH3:24])[cH:17][c:18]([O:21][CH3:22])[cH:19][cH:20]2)[C:10]1=[O:25])[OH:26]. Procedure details: 0.08 mole of 2-allyl-5-methoxy-3-indolyl acetonitrile is added to a mixture of 140 ml. of alcohol, 100 ml. of water and 4.3 g. of KOH. The mixture is refluxed 15 hours and then brought to room temperature. Glacial acetic acid (60 ml.) is added, and the solution is filtered through a talc filter. The filtrate is diluted with 500 ml. of water, and the precipitated 2-allyl-5-methoxy-3-indolyl acetic acid is separated by filtration and dried. RXN SMILES: [CH2:1]([C:4]1[NH:5][C:6]2[C:11]([C:12]=1[CH2:13][C:14]#N)=[CH:10][C:9]([O:16][CH3:17])=[CH:8][CH:7]=2)[CH:2]=[CH2:3].[OH2:18].[OH-:19].[K+]>C(O)(=O)C>[CH2:1]([C:4]1[NH:5][C:6]2[C:11]([C:12]=1[CH2:13][C:14]([OH:19])=[O:18])=[CH:10][C:9]([O:16][CH3:17])=[CH:8][CH:7]=2)[CH:2]=[CH2:3] |f:2.3|. The solvent is C(C)(=O)O (acetic acid). Yields the product C(C=C)C=1NC2=CC=C(C=C2C1CC(=O)O)OC (2-allyl-5-methoxy-3-indolyl acetic acid). The reactants are C(C=C)C=1NC2=CC=C(C=C2C1CC#N)OC (2-allyl-5-methoxy-3-indolyl acetonitrile), [OH-].[K+] (KOH), alcohol, O (water). Reactants: CC(C)S(=O)(=O)c1ccccc1N, O=Cc1c(Cl)nc(Cl)nc1Cl, ClCCl. Product: CC(C)S(=O)(=O)c1ccccc1Nc1nc(Cl)nc(Cl)c1C=O. Reaction SMILES: [CH:12]([CH3:13])([CH3:14])[S:15](=[O:16])(=[O:17])[c:18]1[c:19]([NH2:20])[cH:21][cH:22][cH:23][cH:24]1.[Cl:1][c:2]1[n:3][c:4]([Cl:11])[c:5]([CH:9]=[O:10])[c:6]([Cl:8])[n:7]1.[Cl:25][CH2:26][Cl:27]>>[Cl:1][c:2]1[n:3][c:4]([Cl:11])[c:5]([CH:9]=[O:10])[c:6]([NH:20][c:19]2[c:18]([S:15]([CH:12]([CH3:13])[CH3:14])(=[O:16])=[O:17])[cH:24][cH:23][cH:22][cH:21]2)[n:7]1. Reactants: Cc1cc(Br)ccn1, [K+], O=[Mn](=O)(=O)[O-], O. Product: O=C(O)c1cc(Br)ccn1. RXN SMILES: [Br:1][c:2]1[cH:3][c:4]([CH3:8])[n:5][cH:6][cH:7]1.[K+:14].[Mn:9](=[O:10])([O-:11])(=[O:12])=[O:13].[OH2:15]>>[Br:1][c:2]1[cH:3][c:4]([C:8]([OH:10])=[O:15])[n:5][cH:6][cH:7]1. Starting materials: BrCC(=O)OCC (ethyl bromoacetate), O (water), C(C)(C)(C)OC(=O)N1[C@@H](C[C@H](C1)O[Si](C)(C)C(C)(C)C)CO ((2S,4R)-1-t-butoxycarbonyl-4-t-butyldimethylsilyloxy-2-hydroxymethylpyrrolidine), solution, C(CCC)[Li] (butyllithium). Solvent: C(C)(=O)OCC (ethyl acetate), O1CCCC1 (tetrahydrofuran), CCCCCC (hexane). Conditions: time 30 minute. Product: C(C)(C)(C)OC(=O)N1[C@@H](C[C@H](C1)O[Si](C)(C)C(C)(C)C)COCC(=O)OCC ((2S,4R)-1-t-butoxycarbonyl-4-t-butyldimethylsilyloxy-2-(ethoxycarbonylmethyloxymethyl)pyrrolidine). Reaction SMILES: [C:1]([O:5][C:6]([N:8]1[CH2:12][C@H:11]([O:13][Si:14]([C:17]([CH3:20])([CH3:19])[CH3:18])([CH3:16])[CH3:15])[CH2:10][C@H:9]1[CH2:21][OH:22])=[O:7])([CH3:4])([CH3:3])[CH3:2].C([Li])CCC.Br[CH2:29][C:30]([O:32][CH2:33][CH3:34])=[O:31].O>O1CCCC1.CCCCCC.C(OCC)(=O)C>[C:1]([O:5][C:6]([N:8]1[CH2:12][C@H:11]([O:13][Si:14]([C:17]([CH3:20])([CH3:19])[CH3:18])([CH3:16])[CH3:15])[CH2:10][C@H:9]1[CH2:21][O:22][CH2:29][C:30]([O:32][CH2:33][CH3:34])=[O:31])=[O:7])([CH3:4])([CH3:3])[CH3:2]. Procedure details: To a solution of (2S,4R)-1-t-butoxycarbonyl-4-t-butyldimethylsilyloxy-2-hydroxymethylpyrrolidine (1.00 g) in tetrahydrofuran (20 ml) was dropwise added a 1.6 M solution of butyllithium in hexane (2 ml) at -40°~-30° C. in a nitrogen stream and the mixture was stirred at the same temperature for 30 minutes. To the reaction mixture was added ethyl bromoacetate (0.40 ml) at -40°~-30° C. and the reaction mixture was stirred at -40°~-30° C. for 30 minutes and then at ambient temperature for 3 hours. T... Starting materials: COC1=CC=C(C=C1)C(CC)=O (1-(4-methoxy-phenyl)-propan-1-one), [Br-] (bromide), ( 100 ). Reagents/catalysts: [Al+3].[Cl-].[Cl-].[Cl-] (AlCl3). The product is BrC(C(=O)C1=CC=C(C=C1)OC)C (2-bromo-1-(4-methoxy-phenyl)-propan-1-one). Yield: 90.7%. RXN SMILES: [CH3:1][O:2][C:3]1[CH:8]=[CH:7][C:6]([C:9](=[O:12])[CH2:10][CH3:11])=[CH:5][CH:4]=1.[Br-:13]>[Al+3].[Cl-].[Cl-].[Cl-]>[Br:13][CH:10]([CH3:11])[C:9]([C:6]1[CH:7]=[CH:8][C:3]([O:2][CH3:1])=[CH:4][CH:5]=1)=[O:12] |f:2.3.4.5|. Reported procedure: A procedure similar to step 3 of Example 1 was used. 1-(4-methoxy-phenyl)-propan-1-one prepared in the step 2 and bromide were used as starting materials, and anhydrous AlCl3 was used as catalyst. A white solid product was obtained in a yield of 90.7%, mp: 69-70 └. 1H-NMR (CDCl3, 400 MHz) δ: 1.89 (3H, d, J=6.44 Hz, CHBrCH3), 3.88 (3H, s, OCH3), 5.27 (1H, q, J=6.44 Hz, CHBrCH3), 6.96 (2H, d, J=8.72 Hz, ArH), 8.02 (2H, d, J=8.72 Hz, ArH); ESI-MS m/e (%): 242.0 (M+2, 11), 241.0 (M, 11), 135.0 (100)...